Task: describe an organic reaction: reactants, conditions, products, and yield. Dataset: the Open Reaction Database (ORD), a public repository of structured organic reaction records Reactants: COC(=O)CCCCC(=O)Cl, CC(C)(C)OC(=O)NNC(=O)c1ccc(N)cc1, c1ccncc1. Product: COC(=O)CCCCC(=O)Nc1ccc(C(=O)NNC(=O)OC(C)(C)C)cc1. Reaction SMILES: [Cl:19][C:20]([CH2:21][CH2:22][CH2:23][CH2:24][C:25](=[O:26])[O:27][CH3:28])=[O:29].[NH2:1][c:2]1[cH:3][cH:4][c:5]([C:6](=[O:7])[NH:8][NH:9][C:10](=[O:11])[O:12][C:13]([CH3:14])([CH3:15])[CH3:16])[cH:17][cH:18]1.[cH:30]1[cH:31][cH:32][n:33][cH:34][cH:35]1>>[NH:1]([c:2]1[cH:3][cH:4][c:5]([C:6](=[O:7])[NH:8][NH:9][C:10](=[O:11])[O:12][C:13]([CH3:14])([CH3:15])[CH3:16])[cH:17][cH:18]1)[C:20]([CH2:21][CH2:22][CH2:23][CH2:24][C:25](=[O:26])[O:27][CH3:28])=[O:29]. The reactants are Cl.CN (methylamine hydrochloride), O=C1N(C2=CC=CC=C2C12C1=C(OC2)C=C2OCCC2=C1)CC(=O)O ((2′-oxo-5,6-dihydrospiro[benzo[1,2-b:5,4-b′]difuran-3,3-indol]-1′(2′H)-yl)acetic acid), CC(CCN)(C)C (3,3-dimethylbutylamine), O=C1N(C2=CC=CC=C2C12COC=1C2=CC2=C(OCO2)C1)CC1=CC(=C(O1)C(F)(F)F)C(=O)O (5-[(2′-oxospiro[furo[2,3-f][1,3]benzodioxole-7,3-indol]-1′(2′H)-yl)methyl]-2-(trifluoromethyl)furan-3-carboxylic acid). Product: CNC(=O)C1=C(OC(=C1)CN1C(C2(C3=CC=CC=C13)COC=1C2=CC2=C(OCO2)C1)=O)C(F)(F)F (N-methyl-5-[(2′-oxospiro[furo[2,3-f][1,3]benzodioxole-7,3-indol]-1′(2′H)-yl)methyl]-2-(trifluoromethyl)furan-3-carboxamide). As a reaction SMILES: Cl.CN.CC(C)(C)C[CH2:7][NH2:8].[O:11]=[C:12]1[C:20]2([C:24]3=[CH:25][C:26]4[O:30][CH2:29][O:28][C:27]=4[CH:31]=[C:23]3[O:22][CH2:21]2)[C:19]2[C:14](=[CH:15][CH:16]=[CH:17][CH:18]=2)[N:13]1[CH2:32][C:33]1[O:37][C:36]([C:38]([F:41])([F:40])[F:39])=[C:35]([C:42]([OH:44])=O)[CH:34]=1.O=C1C2(COC3C=C4C(=CC2=3)CCO4)C2C(=CC=CC=2)N1CC(O)=O>>[CH3:7][NH:8][C:42]([C:35]1[CH:34]=[C:33]([CH2:32][N:13]2[C:14]3[C:19](=[CH:18][CH:17]=[CH:16][CH:15]=3)[C:20]3([C:24]4=[CH:25][C:26]5[O:30][CH2:29][O:28][C:27]=5[CH:31]=[C:23]4[O:22][CH2:21]3)[C:12]2=[O:11])[O:37][C:36]=1[C:38]([F:40])([F:41])[F:39])=[O:44] |f:0.1|. Reported procedure: Following the procedure as described in EXAMPLE 12.49 and making non-critical variations using methylamine hydrochloride to replace 3,3-dimethylbutylamine, 5-[(2′-oxospiro[furo[2,3-f][1,3]benzodioxole-7,3-indol]-1′(2′H)-yl)methyl]-2-(trifluoromethyl)furan-3-carboxylic acid to replace (2′-oxo-5,6-dihydrospiro[benzo[1,2-b:5,4-b′]difuran-3,3-indol]-1′(2′H)-yl)acetic acid, N-methyl-5-[(2′-oxospiro[furo[2,3-f][1,3]benzodioxole-7,3-indol]-1′(2′H)-yl)methyl]-2-(trifluoromethyl)furan-3-carboxamide was o... Reactants: C(c1ccsc1)=O, CC1=CN=C(C=C1)N, [C-]#[N+]C1CCCCC1. The yield is 23.4%. RXN SMILES: CC1=CC=C(N)N=C1.[C-]#[N+]C1CCCCC1.O=CC1=CSC=C1>>CC1=CN2C(C=C1)=NC(C1=CSC=C1)=C2NC1CCCCC1. The product is Cc1ccc2nc(c3ccsc3)c(NC3CCCCC3)n2c1. Solvent: CC(C)O (isopropyl alcohol), CC(C)O (isopropylalcohol). The reagents and catalysts are O=C(O)C(F)(F)F (trifluoroacetic acid). Run at temperature 22 celsius, time 20 hour. Yields the product CC1=C(C=CC(=C1)C(CCC=1SC2=C(C1CCC)C=CC(=C2)C(F)(F)F)=O)CCC(=O)O (3-[2-Methyl-4-[3-[3-propyl-6-(trifluoromethyl)benzothiophen-2-yl]propionyl]phenyl]propionic acid). Procedure details: The titled compound was prepared from the above-mentioned methyl 3-[2-methyl-4-[3-[3-propyl-6-(trifluoromethyl)benzothiophen-2-yl]propionyl]phenyl]propionate (38 mg, 0.08 mmol) in a procedure similar to that of Example (3) as a white crystal (14 mg, yield 66%). The reactants are CC1=C(C=CC(=C1)C(CCC=1SC2=C(C1CCC)C=CC(=C2)C(F)(F)F)=O)CCC(=O)OC (methyl 3-[2-methyl-4-[3-[3-propyl-6-(trifluoromethyl)benzothiophen-2-yl]propionyl]phenyl]propionate), C(CC)C1=C(SC2=C1C=CC(=C2)C(F)(F)F)CO ([3-Propyl-6-(trifluoromethyl)benzothiophen-2-yl]-methanol). As a reaction SMILES: [CH3:1][C:2]1[CH:7]=[C:6]([C:8](=[O:27])[CH2:9][CH2:10][C:11]2[S:12][C:13]3[CH:22]=[C:21]([C:23]([F:26])([F:25])[F:24])[CH:20]=[CH:19][C:14]=3[C:15]=2[CH2:16][CH2:17][CH3:18])[CH:5]=[CH:4][C:3]=1[CH2:28][CH2:29][C:30]([O:32]C)=[O:31].C(C1C2C=CC(C(F)(F)F)=CC=2SC=1CO)CC>>[CH3:1][C:2]1[CH:7]=[C:6]([C:8](=[O:27])[CH2:9][CH2:10][C:11]2[S:12][C:13]3[CH:22]=[C:21]([C:23]([F:24])([F:25])[F:26])[CH:20]=[CH:19][C:14]=3[C:15]=2[CH2:16][CH2:17][CH3:18])[CH:5]=[CH:4][C:3]=1[CH2:28][CH2:29][C:30]([OH:32])=[O:31]. The reactants are OC1=C(C=C(C=C1)F)NC(C1=C(C=CC(=C1)[N+](=O)[O-])F)=O (N-(2-hydroxy-5-fluorophenyl)-2-fluoro-5-nitrobenzamide), O.C1(=CC=C(C=C1)S(=O)(=O)O)C (p-toluenesulfonic acid monohydrate). Yields the product [N+](=O)([O-])C=1C=C(C(=CC1)F)C=1OC2=C(N1)C=C(C=C2)F (2-(3-Nitro-6-fluorophenyl)-5-fluorobenzoxazole). As a reaction SMILES: O[C:2]1[CH:7]=[CH:6][C:5]([F:8])=[CH:4][C:3]=1[NH:9][C:10](=[O:21])[C:11]1[CH:16]=[C:15]([N+:17]([O-:19])=[O:18])[CH:14]=[CH:13][C:12]=1[F:20].O.C1(C)C=CC(S(O)(=O)=O)=CC=1>>[N+:17]([C:15]1[CH:16]=[C:11]([C:10]2[O:21][C:2]3[CH:7]=[CH:6][C:5]([F:8])=[CH:4][C:3]=3[N:9]=2)[C:12]([F:20])=[CH:13][CH:14]=1)([O-:19])=[O:18] |f:1.2|. Reported procedure: Prepared by the method of Example 15b), from N-(2-hydroxy-5-fluorophenyl)-2-fluoro-5-nitrobenzamide (676 mg, 2.3 mmol) and p-toluenesulfonic acid monohydrate (961 g, 5.1 mmol) the subtitle compound was obtained (318 mg, 50%). 1H NMR (DMSO) δ 8.94(m, 1H), 8.54(m, 1H), 7.95(m, 1H), 7.81(m, 2H), 7.41(m, 1H). Reactants: [I-].[Na+] (sodium iodide), C([O-])([O-])=O.[Na+].[Na+] (sodium carbonate), ClC=1C=C2C(=CNC2=CC1)CCNC(C1=CC=C(C=C1)CCl)=O (N-(2-(5-chloro-1H-indol-3-yl)ethyl)-4-(chloromethyl)benzamide), C(#N)C1=CC=C(C=C1)B(O)O (4-cyanophenylboronic acid). Reagents/catalysts: C=1C=CC(=CC1)[P](C=2C=CC=CC2)(C=3C=CC=CC3)[Pd]([P](C=4C=CC=CC4)(C=5C=CC=CC5)C=6C=CC=CC6)([P](C=7C=CC=CC7)(C=8C=CC=CC8)C=9C=CC=CC9)[P](C=1C=CC=CC1)(C=1C=CC=CC1)C=1C=CC=CC1 (tetrakis(triphenylphosphine)palladium(0)). Solvent: O (water), C(OC)COC (dimethoxyethane). Product: eluent, ClC=1C=C2C(=CNC2=CC1)CCNC(C1=CC=C(C=C1)CC1=CC=C(C=C1)C#N)=O (N-(2-(5-Chloro-1H-indol-3-yl)ethyl)-4-(4-cyanobenzyl)benzamide). The yield is 78.9%. RXN SMILES: [Cl:1][C:2]1[CH:3]=[C:4]2[C:8](=[CH:9][CH:10]=1)[NH:7][CH:6]=[C:5]2[CH2:11][CH2:12][NH:13][C:14](=[O:23])[C:15]1[CH:20]=[CH:19][C:18]([CH2:21]Cl)=[CH:17][CH:16]=1.[C:24]([C:26]1[CH:31]=[CH:30][C:29](B(O)O)=[CH:28][CH:27]=1)#[N:25].C(=O)([O-])[O-].[Na+].[Na+].[I-].[Na+]>C(COC)OC.O.C1C=CC([P]([Pd]([P](C2C=CC=CC=2)(C2C=CC=CC=2)C2C=CC=CC=2)([P](C2C=CC=CC=2)(C2C=CC=CC=2)C2C=CC=CC=2)[P](C2C=CC=CC=2)(C2C=CC=CC=2)C2C=CC=CC=2)(C2C=CC=CC=2)C2C=CC=CC=2)=CC=1>[Cl:1][C:2]1[CH:3]=[C:4]2[C:8](=[CH:9][CH:10]=1)[NH:7][CH:6]=[C:5]2[CH2:11][CH2:12][NH:13][C:14](=[O:23])[C:15]1[CH:20]=[CH:19][C:18]([CH2:21][C:29]2[CH:30]=[CH:31][C:26]([C:24]#[N:25])=[CH:27][CH:28]=2)=[CH:17][CH:16]=1 |f:2.3.4,5.6,^1:53,55,74,93|. Reported procedure: N-(2-(5-Chloro-1H-indol-3-yl)ethyl)-4-(4-cyanobenzyl)benzamide was prepared according to method B with N-(2-(5-chloro-1H-indol-3-yl)ethyl)-4-(chloromethyl)benzamide (0.075 g; 0.216 mmol), 4-cyanophenylboronic acid (0.033 g; 0.226 mmol), tetrakis(triphenylphosphine)palladium(0) (0.013 g; 0.011 mmol), sodium carbonate (0.047 g; 0.449 mmol), sodium iodide (0.067 g; 0.449 mmol), in dimethoxyethane (3 mL) and water (1 mL). Flash chromatography on silica gel (eluent 1 to 10% ethyl acetate in dichlorom... The product is COCCOCCOCc1ncc(C(=O)O)[nH]1. Reactants: C1CCOC1, COCCOCCOCc1ncc(C(=O)OC)[nH]1, Cl, [Li+], [OH-], O, O. RXN SMILES: [CH2:23]1[O:24][CH2:25][CH2:26][CH2:27]1.[CH3:1][O:2][C:3](=[O:4])[c:5]1[nH:6][c:7]([CH2:10][O:11][CH2:12][CH2:13][O:14][CH2:15][CH2:16][O:17][CH3:18])[n:8][cH:9]1.[ClH:22].[Li+:21].[OH-:20].[OH2:19].[OH2:28]>>[O:2]=[C:3]([OH:4])[c:5]1[nH:6][c:7]([CH2:10][O:11][CH2:12][CH2:13][O:14][CH2:15][CH2:16][O:17][CH3:18])[n:8][cH:9]1. Procedure details: Following a procedure similar to that described in Example 74(a), but using 1.42 g of 2-butyl-4-isobutyrylimidazole-5-carbonitrile (prepared as described in Preparation 27), 4.49 g of 4-[2-(trityltetrazol-5-yl)phenyl]benzyl bromide and 0.76 g of potassium t-butoxide, 3.04 g of the title compound was obtained as crystals, melting at 115°-116° C. The reactants are C(CCC)C=1NC(=C(N1)C(C(C)C)=O)C#N (2-butyl-4-isobutyrylimidazole-5-carbonitrile), C(C1=CC=CC=C1)(C1=CC=CC=C1)(C1=CC=CC=C1)N1N=NN=C1C1=C(C=CC=C1)C1=CC=C(CBr)C=C1 (4-[2-(trityltetrazol-5-yl)phenyl]benzyl bromide), CC(C)([O-])C.[K+] (potassium t-butoxide). Isolated yield 67.5%. As a reaction SMILES: [CH2:1]([C:5]1[NH:6][C:7]([C:15]#[N:16])=[C:8]([C:10](=[O:14])[CH:11]([CH3:13])[CH3:12])[N:9]=1)[CH2:2][CH2:3][CH3:4].[C:17]([N:36]1[C:40]([C:41]2[CH:46]=[CH:45][CH:44]=[CH:43][C:42]=2[C:47]2[CH:54]=[CH:53][C:50]([CH2:51]Br)=[CH:49][CH:48]=2)=[N:39][N:38]=[N:37]1)([C:30]1[CH:35]=[CH:34][CH:33]=[CH:32][CH:31]=1)([C:24]1[CH:29]=[CH:28][CH:27]=[CH:26][CH:25]=1)[C:18]1[CH:23]=[CH:22][CH:21]=[CH:20][CH:19]=1.CC(C)([O-])C.[K+]>>[CH2:1]([C:5]1[N:6]([CH2:51][C:50]2[CH:49]=[CH:48][C:47]([C:42]3[CH:43]=[CH:44][CH:45]=[CH:46][C:41]=3[C:40]3[N:36]([C:17]([C:30]4[CH:35]=[CH:34][CH:33]=[CH:32][CH:31]=4)([C:24]4[CH:25]=[CH:26][CH:27]=[CH:28][CH:29]=4)[C:18]4[CH:23]=[CH:22][CH:21]=[CH:20][CH:19]=4)[N:37]=[N:38][N:39]=3)=[CH:54][CH:53]=2)[C:7]([C:15]#[N:16])=[C:8]([C:10](=[O:14])[CH:11]([CH3:12])[CH3:13])[N:9]=1)[CH2:2][CH2:3][CH3:4] |f:2.3|. The product is C(CCC)C=1N(C(=C(N1)C(C(C)C)=O)C#N)CC1=CC=C(C=C1)C1=C(C=CC=C1)C1=NN=NN1C(C1=CC=CC=C1)(C1=CC=CC=C1)C1=CC=CC=C1 (2-Butyl-4-isobutyryl-1-{4-[2-(trityltetrazol-5-yl)phenyl]phenyl}methylimidazole-5-carbonitrile).